Task: describe an organic reaction: reactants, conditions, products, and yield. Dataset: the Open Reaction Database (ORD), a public repository of structured organic reaction records Reactants: COCCOC, O=C1OC(=O)c2cc(F)c(F)cc21, N. The product is Nc1cc(F)c(F)cc1C(=O)O. Reaction SMILES: [CH2:15]([CH2:16][O:17][CH3:18])[O:19][CH3:20].[F:2][c:3]1[cH:4][c:5]2[c:6]([cH:12][c:13]1[F:14])[C:7](=[O:8])[O:9][C:10]2=[O:11].[NH3:1]>>[NH2:1][c:5]1[cH:4][c:3]([F:2])[c:13]([F:14])[cH:12][c:6]1[C:7](=[O:8])[OH:9]. Starting materials: CCOC(=O)c1ccc(OC2CCC(NC(=O)C3CC3)CC2)cc1, C1CCOC1, CCO, [Na+], [OH-], O. Product: O=C(O)c1ccc(OC2CCC(NC(=O)C3CC3)CC2)cc1. Reaction SMILES: [CH2:1]([CH3:2])[O:3][C:4]([c:5]1[cH:6][cH:7][c:8]([O:11][CH:12]2[CH2:13][CH2:14][CH:15]([NH:18][C:19](=[O:20])[CH:21]3[CH2:22][CH2:23]3)[CH2:16][CH2:17]2)[cH:9][cH:10]1)=[O:24].[CH2:30]1[O:31][CH2:32][CH2:33][CH2:34]1.[CH3:27][CH2:28][OH:29].[Na+:26].[OH-:25].[OH2:35]>>[O:3]=[C:4]([c:5]1[cH:6][cH:7][c:8]([O:11][CH:12]2[CH2:13][CH2:14][CH:15]([NH:18][C:19](=[O:20])[CH:21]3[CH2:22][CH2:23]3)[CH2:16][CH2:17]2)[cH:9][cH:10]1)[OH:24].